From a dataset of the Open Reaction Database (ORD), a public repository of structured organic reaction records. describe an organic reaction: reactants, conditions, products, and yield Reactants: CCCCCn1c(=S)[nH]c(=O)c2[nH]cnc21, NN, O. Product: CCCCCn1c(=NN)[nH]c(=O)c2[nH]cnc21. As a reaction SMILES: [CH2:1]([CH2:2][CH2:3][CH2:4][CH3:5])[n:6]1[c:7](=[S:16])[nH:8][c:9](=[O:15])[c:10]2[nH:11][cH:12][n:13][c:14]12.[NH2:17][NH2:18].[OH2:19]>>[CH2:1]([CH2:2][CH2:3][CH2:4][CH3:5])[n:6]1[c:7](=[N:17][NH2:18])[nH:8][c:9](=[O:15])[c:10]2[nH:11][cH:12][n:13][c:14]12.